This data is from the Open Reaction Database (ORD), a public repository of structured organic reaction records. The task is: describe an organic reaction: reactants, conditions, products, and yield The reactants are C(C)(=O)OCC (Ethyl acetate), Formylamidine acetate, ClC=1C(=NC(=C(C1)[N+](=O)[O-])NC1=NNC(=C1)OC(C)C)N[C@@H](C)C1=NC=C(C=C1)F (3-Chloro-N2-[(1S)-1-(5-fluoropyridin-2-yl)ethyl]-N6-(5-isopropoxy-1H-pyrazol-3-yl)-5-nitropyridine-2,6-diamine), ClC=1C(=NC(=C(C1)[N+](=O)[O-])NC1=NNC(=C1)OC(C)C)N[C@@H](C)C1=NC=C(C=C1)F (3-Chloro-N2-[(1S)-1-(5-fluoropyridin-2-yl)ethyl]-N6-(5-isopropoxy-1H-pyrazol-3-yl)-5-nitropyridine-2,6-diamine), C(C)O (ethanol). Reagents/catalysts: [Pd] (Pd—C). The solvent is [Cl-].[Na+].O (brine). Yields the product ClC=1C=C2C(=NC1N[C@@H](C)C1=NC=C(C=C1)F)N(C=N2)C2=NNC(=C2)OC(C)C (6-Chloro-N-[(1S)-1-(5-fluoropyridin-2-yl)ethyl]-3-(5-isopropoxy-1H-pyrazol-3-yl)-3H-imidazo[4,5-b]pyridin-5-amine). As a reaction SMILES: [Cl:1][C:2]1[C:3]([NH:21][C@H:22]([C:24]2[CH:29]=[CH:28][C:27]([F:30])=[CH:26][N:25]=2)[CH3:23])=[N:4][C:5]([NH:11][C:12]2[CH:16]=[C:15]([O:17][CH:18]([CH3:20])[CH3:19])[NH:14][N:13]=2)=[C:6]([N+:8]([O-])=O)[CH:7]=1.[CH2:31](O)C.C(OCC)(=O)C>[Cl-].[Na+].O.[Pd]>[Cl:1][C:2]1[CH:7]=[C:6]2[N:8]=[CH:31][N:11]([C:12]3[CH:16]=[C:15]([O:17][CH:18]([CH3:20])[CH3:19])[NH:14][N:13]=3)[C:5]2=[N:4][C:3]=1[NH:21][C@H:22]([C:24]1[CH:29]=[CH:28][C:27]([F:30])=[CH:26][N:25]=1)[CH3:23] |f:3.4.5|. Procedure: 3-Chloro-N2-[(1S)-1-(5-fluoropyridin-2-yl)ethyl]-N6-(5-isopropoxy-1H-pyrazol-3-yl)-5-nitropyridine-2,6-diamine (Intermediate 39, 0.5 g) was dissolved into ethanol (20 mL) with Pd—C (150 mg) and a hydrogen inlet. The mixture was stirred at room temperature until no starting material was detected with TLC or LCMS. Formylamidine acetate (0.5 g) was added to the filtrate after the filtration of resulting mixture. The mixture was stirred at 85° C. for 4 hours. Ethyl acetate (40 mL) was added into the... The reactants are BrC1=CN=C2N1N=C(C=C2)Cl (3-bromo-6-chloroimidazo[1,2-b]pyridazine), NCCCCO (4-aminobutan-1-ol), intermediate, C(Cl)Cl.CO.[NH4+].[OH-] (CH2Cl2 MeOH NH4OH). The product is BrC1=CN=C2N1N=C(C=C2)NCCCCO (4-(3-Bromoimidazo[1,2-b]pyridazin-6-ylamino)butan-1-ol). As a reaction SMILES: [Br:1][C:2]1[N:6]2[N:7]=[C:8](Cl)[CH:9]=[CH:10][C:5]2=[N:4][CH:3]=1.[NH2:12][CH2:13][CH2:14][CH2:15][CH2:16][OH:17].C(Cl)Cl.CO.[NH4+].[OH-]>>[Br:1][C:2]1[N:6]2[N:7]=[C:8]([NH:12][CH2:13][CH2:14][CH2:15][CH2:16][OH:17])[CH:9]=[CH:10][C:5]2=[N:4][CH:3]=1 |f:2.3.4.5|. Reported procedure: Prepared from 3-bromo-6-chloroimidazo[1,2-b]pyridazine and 4-aminobutan-1-ol according to general procedure 1 providing the intermediate (150 mg, 82%) as a yellow solid: Rf=0.45 (CH2Cl2/MeOH/NH4OH, 160:18:2); 1H NMR (500 MHz, CD3OD) δ 7.53 (d, J=9.7 Hz, 1H), 7.38 (s, 1H), 6.68 (d, J=9.7 Hz, 1H), 3.62 (t, J=6.6 Hz, 2H), 3.40 (t, J=6.9 Hz, 2H), 1.77-1.72 (m, 2H), 1.69-1.64 (m, 2H). Reactants: CC1=Cc2cc(Br)ccc2OC1(C)C, CC(C)(C)[O-], COc1ccc(S)cc1OC, CCO, [Na+]. The product is COc1ccc(Sc2ccc3c(c2)C=C(C)C(C)(C)O3)cc1OC. Reaction SMILES: [Br:1][c:2]1[cH:3][c:4]2[c:5]([cH:13][cH:14]1)[O:6][C:7]([CH3:11])([CH3:12])[C:8]([CH3:10])=[CH:9]2.[CH3:15][C:16]([CH3:17])([O-:18])[CH3:19].[CH3:21][O:22][c:23]1[cH:24][c:25]([SH:31])[cH:26][cH:27][c:28]1[O:29][CH3:30].[CH3:32][CH2:33][OH:34].[Na+:20]>>[c:2]1([S:31][c:25]2[cH:24][c:23]([O:22][CH3:21])[c:28]([O:29][CH3:30])[cH:27][cH:26]2)[cH:3][c:4]2[c:5]([cH:13][cH:14]1)[O:6][C:7]([CH3:11])([CH3:12])[C:8]([CH3:10])=[CH:9]2. The reactants are CCO, CCC(C)c1ccc(C=O)cc1, [K+], CCC[N+](=O)[O-], [OH-]. The product is CCC(C)c1ccc(C(O)C(CC)[N+](=O)[O-])cc1. As a reaction SMILES: [CH3:21][CH2:22][OH:23].[CH:3]([CH3:4])([CH2:5][CH3:6])[c:7]1[cH:8][cH:9][c:10]([CH:11]=[O:12])[cH:13][cH:14]1.[K+:2].[N+:15](=[O:16])([O-:17])[CH2:18][CH2:19][CH3:20].[OH-:1]>>[CH:3]([CH3:4])([CH2:5][CH3:6])[c:7]1[cH:8][cH:9][c:10]([CH:11]([OH:12])[CH:18]([N+:15](=[O:16])[O-:17])[CH2:19][CH3:20])[cH:13][cH:14]1. Reactants: [Br-], CCCCCC[Mg+], CON(C)C(=O)c1ccc(-c2ccc(C(F)(F)F)cc2)c(C)c1, CCOC(C)=O, [Cl-], [Na+], C1CCOC1, O. Product: CCCCCCC(=O)c1ccc(-c2ccc(C(F)(F)F)cc2)c(C)c1. Reaction SMILES: [Br-:24].[CH2:25]([CH2:26][CH2:27][CH2:28][CH2:29][CH3:30])[Mg+:31].[CH3:1][O:2][N:3]([C:4](=[O:5])[c:6]1[cH:7][c:8]([CH3:22])[c:9](-[c:12]2[cH:13][cH:14][c:15]([C:18]([F:19])([F:20])[F:21])[cH:16][cH:17]2)[cH:10][cH:11]1)[CH3:23].[CH3:40][CH2:41][O:42][C:43](=[O:44])[CH3:45].[Cl-:34].[Na+:33].[O:35]1[CH2:36][CH2:37][CH2:38][CH2:39]1.[OH2:32]>>[C:4](=[O:5])([c:6]1[cH:7][c:8]([CH3:22])[c:9](-[c:12]2[cH:13][cH:14][c:15]([C:18]([F:19])([F:20])[F:21])[cH:16][cH:17]2)[cH:10][cH:11]1)[CH2:25][CH2:26][CH2:27][CH2:28][CH2:29][CH3:30]. Reactants: CN1CCOCC1, CNOC, CC(C)COC(=O)Cl, O=C(O)c1ccc(Cl)nc1, ClCCl, Cl, [Na+], O=C([O-])O. Yields the product CON(C)C(=O)c1ccc(Cl)nc1. Reaction SMILES: [CH3:11][N:12]1[CH2:13][CH2:14][O:15][CH2:16][CH2:17]1.[CH3:27][O:28][NH:29][CH3:30].[Cl:18][C:19]([O:20][CH2:21][CH:22]([CH3:23])[CH3:24])=[O:25].[Cl:1][c:2]1[n:3][cH:4][c:5]([C:6](=[O:7])[OH:8])[cH:9][cH:10]1.[Cl:36][CH2:37][Cl:38].[ClH:26].[Na+:35].[O-:31][C:32]([OH:33])=[O:34]>>[Cl:1][c:2]1[n:3][cH:4][c:5]([C:6](=[O:7])[N:29]([O:28][CH3:27])[CH3:30])[cH:9][cH:10]1.